From a dataset of the Open Reaction Database (ORD), a public repository of structured organic reaction records. describe an organic reaction: reactants, conditions, products, and yield As a reaction SMILES: [CH2:67]1[O:68][CH2:69][CH2:70][CH2:71]1.[F:1][c:2]1[cH:3][cH:4][c:5](-[c:8]2[n:9][n:10]3[c:11]([cH:12][c:13]([CH2:16][OH:17])[cH:14][cH:15]3)[c:18]2-[c:19]2[cH:20][cH:21][n:22][cH:23][cH:24]2)[cH:6][cH:7]1.[O:44]=[C:45]1[NH:46][C:47](=[O:48])[c:49]2[cH:50][cH:51][cH:52][cH:53][c:54]21.[O:55]=[C:56]([O:57][CH2:58][CH3:59])[N:60]=[N:61][C:62]([O:63][CH2:64][CH3:65])=[O:66].[c:25]1([P:26]([c:27]2[cH:28][cH:29][cH:30][cH:31][cH:32]2)[c:33]2[cH:34][cH:35][cH:36][cH:37][cH:38]2)[cH:39][cH:40][cH:41][cH:42][cH:43]1>>[F:1][c:2]1[cH:3][cH:4][c:5](-[c:8]2[n:9][n:10]3[c:11]([cH:12][c:13]([CH2:16][N:46]4[C:45](=[O:44])[c:54]5[c:49]([cH:50][cH:51][cH:52][cH:53]5)[C:47]4=[O:48])[cH:14][cH:15]3)[c:18]2-[c:19]2[cH:20][cH:21][n:22][cH:23][cH:24]2)[cH:6][cH:7]1. Starting materials: C1CCOC1, OCc1ccn2nc(-c3ccc(F)cc3)c(-c3ccncc3)c2c1, O=C1NC(=O)c2ccccc21, CCOC(=O)N=NC(=O)OCC, c1ccc(P(c2ccccc2)c2ccccc2)cc1. Product: O=C1c2ccccc2C(=O)N1Cc1ccn2nc(-c3ccc(F)cc3)c(-c3ccncc3)c2c1.